Dataset: the Open Reaction Database (ORD), a public repository of structured organic reaction records. Task: describe an organic reaction: reactants, conditions, products, and yield Procedure details: In the same apparatus and procedures as EXAMPLE 2 above, 25.2 ml (282 mmol) of benzene and 0.80 g (6.0 m) of aluminum chloride were alkylated with 6.60 g (28.2 mmol) of (1,2-dichloroethyl)trichlorosilane for 20 min at 70° C. The aluminum chloride catalyst was quenched with POCl3 and then stirred for another 1 hour to complete the deactivation. Freshly distilled hexane(50 ml) was added to the reaction mixture and insoluble solids in hexane were filtered from the organic soultion. After hexane and... Reaction conditions: time 1 hour. Product: C1(=CC=CC=C1)C(C[Si](Cl)(Cl)Cl)C1=CC=CC=C1 ((2,2-diphenylethyl)trichlorosilane). The reactants are C1=CC=CC=C1 (benzene), [Cl-].[Al+3].[Cl-].[Cl-] (aluminum chloride), ClC(CCl)[Si](Cl)(Cl)Cl ((1,2-dichloroethyl)trichlorosilane). As a reaction SMILES: [CH:1]1[CH:6]=[CH:5][CH:4]=[CH:3][CH:2]=1.[Cl-].[Al+3].[Cl-].[Cl-].Cl[CH:12]([Si:15]([Cl:18])([Cl:17])[Cl:16])[CH2:13]Cl>>[C:1]1([CH:13]([C:1]2[CH:6]=[CH:5][CH:4]=[CH:3][CH:2]=2)[CH2:12][Si:15]([Cl:18])([Cl:17])[Cl:16])[CH:6]=[CH:5][CH:4]=[CH:3][CH:2]=1 |f:1.2.3.4|. Isolated yield 54.1%.